Dataset: the Open Reaction Database (ORD), a public repository of structured organic reaction records. Task: describe an organic reaction: reactants, conditions, products, and yield Starting materials: C(CC\C=C/CCCCC)C(C(CC\C=C/CCCCC)O)CCC\C=C/CCCCC ((6Z,15Z)-11-((Z)-dec-4-enyl)henicosa-6,15-dien-10-ol), Cl.CN(CCCC(=O)O)C (4-(dimethylamino)butanoic acid hydrochloride), CCN=C=NCCCN(C)C.Cl (EDCI hydrochloride), CCN(C(C)C)C(C)C (DIPEA). Reagents/catalysts: CN(C)C=1C=CN=CC1 (DMAP). The solvent is ClCCl (dichloromethane). Reaction conditions: time 8 hour. The product is CN(CCCC(=O)OC(CC\C=C/CCCCC)C(CCC\C=C/CCCCC)CCC\C=C/CCCCC)C ((6Z,15Z)-11-((Z)-dec-4-enyl)henicosa-6,15-dien-10-yl 4-(dimethylamino)butanoate). Isolated yield 64.9%. RXN SMILES: [CH2:1]([CH:11]([CH2:23][CH2:24][CH2:25]/[CH:26]=[CH:27]\[CH2:28][CH2:29][CH2:30][CH2:31][CH3:32])[CH:12]([OH:22])[CH2:13][CH2:14]/[CH:15]=[CH:16]\[CH2:17][CH2:18][CH2:19][CH2:20][CH3:21])[CH2:2][CH2:3]/[CH:4]=[CH:5]\[CH2:6][CH2:7][CH2:8][CH2:9][CH3:10].Cl.[CH3:34][N:35]([CH3:42])[CH2:36][CH2:37][CH2:38][C:39](O)=[O:40].CCN=C=NCCCN(C)C.Cl.CCN(C(C)C)C(C)C>ClCCl.CN(C1C=CN=CC=1)C>[CH3:34][N:35]([CH3:42])[CH2:36][CH2:37][CH2:38][C:39]([O:22][CH:12]([CH:11]([CH2:1][CH2:2][CH2:3]/[CH:4]=[CH:5]\[CH2:6][CH2:7][CH2:8][CH2:9][CH3:10])[CH2:23][CH2:24][CH2:25]/[CH:26]=[CH:27]\[CH2:28][CH2:29][CH2:30][CH2:31][CH3:32])[CH2:13][CH2:14]/[CH:15]=[CH:16]\[CH2:17][CH2:18][CH2:19][CH2:20][CH3:21])=[O:40] |f:1.2,3.4|. Procedure: To a solution of (6Z,15Z)-11-((Z)-dec-4-enyl)henicosa-6,15-dien-10-ol 17 (0.5 g, 1.1 mmol), 4-(dimethylamino)butanoic acid hydrochloride (0.3 g, 1.7 mmol), EDCI hydrochloride (0.3 g, 1.7 mmol), DIPEA (0.4 g, 3.4 mmol) in anhydrous dichloromethane (10 mL) was added DMAP (5 mg). The solution was stirred at room temperature overnight under a nitrogen atmosphere. The mixture is concentrated in vacuo to dryness then taken up in DCM (150 mL) and extracted with saturated sodium bicarbonate. The reactio... Reactants: CO, CC1=NC(C)(c2ccccc2)CCO1, [Na+], [OH-]. Product: CC(N)(CCO)c1ccccc1. As a reaction SMILES: [CH3:17][OH:18].[CH3:1][C:2]1=[N:7][C:6]([c:8]2[cH:9][cH:10][cH:11][cH:12][cH:13]2)([CH3:14])[CH2:5][CH2:4][O:3]1.[Na+:16].[OH-:15]>>[OH:3][CH2:4][CH2:5][C:6]([NH2:7])([c:8]1[cH:9][cH:10][cH:11][cH:12][cH:13]1)[CH3:14]. The reactants are ClC=1C=NC=CC1 (3-chloropyridine), C(=O)C1CCN(CC1)C(=O)OC(C)(C)C (tert-butyl 4-formylpiperidine-1-carboxylate), C(C)(C)NC(C)C (Diisopropylamine), [Li]CCCC (nBuLi). Solvent: C1CCOC1 (THF), C1CCOC1 (THF), C1CCOC1 (THF). Conditions: time 45 minute. The product is ClC=1C=NC=CC1C(C1CCN(CC1)C(=O)OC(C)(C)C)O (tert-Butyl 4-[(3-chloropyridin-4-yl)(hydroxy)methyl]piperidine-1-carboxylate). Yield: 73.1%. As a reaction SMILES: C(NC(C)C)(C)C.[Li]CCCC.[Cl:13][C:14]1[CH:15]=[N:16][CH:17]=[CH:18][CH:19]=1.[CH:20]([CH:22]1[CH2:27][CH2:26][N:25]([C:28]([O:30][C:31]([CH3:34])([CH3:33])[CH3:32])=[O:29])[CH2:24][CH2:23]1)=[O:21]>C1COCC1>[Cl:13][C:14]1[CH:15]=[N:16][CH:17]=[CH:18][C:19]=1[CH:20]([OH:21])[CH:22]1[CH2:27][CH2:26][N:25]([C:28]([O:30][C:31]([CH3:33])([CH3:32])[CH3:34])=[O:29])[CH2:24][CH2:23]1. Reported procedure: Diisopropylamine (1.82 mL, 12.9 mmol) was dissolved in THF (40 mL) and cooled to −78° C. nBuLi (4.93 mL, 2.5 M in hexanes, 12.3 mmol) was added drop-wise and the solution was warmed to room temperature, stirred for 45 min and re-cooled −78° C. A solution of 3-chloropyridine (1.40 g, 12.3 mmol) in THF (6 mL) was added and the reaction mixture was stirred at −78° C. for 4 h. A solution of tert-butyl 4-formylpiperidine-1-carboxylate (2.89 g, 13.6 mmol) in THF (6 mL) was added and the reaction mixtu... Starting materials: FC=1C=C(C=CC1)O (3-Fluorophenol), C(C)I (ethyl iodide), C(=O)([O-])[O-].[K+].[K+] (K2CO3). Run in CC(=O)C (acetone). The product is C(C)OC1=CC(=CC=C1)F (1-ethoxy-3-fluorobenzene). Reaction SMILES: [F:1][C:2]1[CH:3]=[C:4]([OH:8])[CH:5]=[CH:6][CH:7]=1.[CH2:9](I)[CH3:10].C([O-])([O-])=O.[K+].[K+]>CC(C)=O>[CH2:9]([O:8][C:4]1[CH:5]=[CH:6][CH:7]=[C:2]([F:1])[CH:3]=1)[CH3:10] |f:2.3.4|. Procedure: 3-Fluorophenol (20.0 g, 178.4 mmol), ethyl iodide (83.5 g, 535.2 mmol) and K2CO3 (49.3 g, 356.8 mmol) in 250 ml of acetone were stirred at 50° C. overnight. The mixture was filtered and evaporated to give 1-ethoxy-3-fluorobenzene.